From a dataset of the Open Reaction Database (ORD), a public repository of structured organic reaction records. describe an organic reaction: reactants, conditions, products, and yield The reactants are [BH4-], O=Cc1cc(Br)cc(Br)c1, CO, [Na+]. The product is OCc1cc(Br)cc(Br)c1. Reaction SMILES: [BH4-:11].[Br:1][c:2]1[cH:3][c:4]([CH:5]=[O:6])[cH:7][c:8]([Br:10])[cH:9]1.[CH3:13][OH:14].[Na+:12]>>[Br:1][c:2]1[cH:3][c:4]([CH2:5][OH:6])[cH:7][c:8]([Br:10])[cH:9]1. Reactants: COCCC(C#N)CCOC, ClCCl, [Na+], [OH-], O. The product is COCCC(C=O)CCOC. Reaction SMILES: [C:1](#[N:2])[CH:3]([CH2:4][CH2:5][O:6][CH3:7])[CH2:8][CH2:9][O:10][CH3:11].[Cl:15][CH2:16][Cl:17].[Na+:14].[OH-:13].[OH2:12]>>[CH:1]([CH:3]([CH2:4][CH2:5][O:6][CH3:7])[CH2:8][CH2:9][O:10][CH3:11])=[O:12].